This data is from the Open Reaction Database (ORD), a public repository of structured organic reaction records. The task is: describe an organic reaction: reactants, conditions, products, and yield Reactants: Br, CC(C)(C)c1ccc(COc2ccc(F)cc2CO)cc1, CC#N, c1ccc(P(c2ccccc2)c2ccccc2)cc1. The product is [Br-], CC(C)(C)c1ccc(COc2ccc(F)cc2C[P+](c2ccccc2)(c2ccccc2)c2ccccc2)cc1. Reaction SMILES: [BrH:22].[C:1]([CH3:2])([CH3:3])([CH3:4])[c:5]1[cH:6][cH:7][c:8]([CH2:9][O:10][c:11]2[c:12]([CH2:18][OH:19])[cH:13][c:14]([F:17])[cH:15][cH:16]2)[cH:20][cH:21]1.[CH3:42][C:43]#[N:44].[c:23]1([P:29]([c:30]2[cH:31][cH:32][cH:33][cH:34][cH:35]2)[c:36]2[cH:37][cH:38][cH:39][cH:40][cH:41]2)[cH:24][cH:25][cH:26][cH:27][cH:28]1>>[Br-:22].[C:1]([CH3:2])([CH3:3])([CH3:4])[c:5]1[cH:6][cH:7][c:8]([CH2:9][O:10][c:11]2[c:12]([CH2:18][P+:29]([c:23]3[cH:24][cH:25][cH:26][cH:27][cH:28]3)([c:30]3[cH:31][cH:32][cH:33][cH:34][cH:35]3)[c:36]3[cH:37][cH:38][cH:39][cH:40][cH:41]3)[cH:13][c:14]([F:17])[cH:15][cH:16]2)[cH:20][cH:21]1. The reactants are C(C)(C)(C)NS(=O)(=O)C1=C(C=CC=C1)C1=CC=C(C=C1)CN(C(=O)Cl)CCCCC (N-[[2'-(N-t-butylsulfamoyl)biphenyl-4-yl]methyl]-N-pentylcarbamoyl chloride), C(C)(C)N(C(C)C)CC (N,N-diisopropylethylamine), N1CCCC2=CC=CC=C12 (1,2,3,4-tetrahydroquinoline). Solvent: C1(=CC=CC=C1)C (toluene). The product is C(C)(C)(C)NS(=O)(=O)C1=C(C=CC=C1)C1=CC=C(C=C1)CN(C(=O)N1CCCC2=CC=CC=C12)CCCCC (1-[N-[[2'-(N-t-Butylsulfamoyl)biphenyl-4-yl]methyl]-N-pentylcarbamoyl]-1,2,3,4-tetrahydroquinoline). Yield: 67.2%. Reaction SMILES: [C:1]([NH:5][S:6]([C:9]1[CH:14]=[CH:13][CH:12]=[CH:11][C:10]=1[C:15]1[CH:20]=[CH:19][C:18]([CH2:21][N:22]([CH2:26][CH2:27][CH2:28][CH2:29][CH3:30])[C:23](Cl)=[O:24])=[CH:17][CH:16]=1)(=[O:8])=[O:7])([CH3:4])([CH3:3])[CH3:2].C(N(CC)C(C)C)(C)C.[NH:40]1[C:49]2[C:44](=[CH:45][CH:46]=[CH:47][CH:48]=2)[CH2:43][CH2:42][CH2:41]1>C1(C)C=CC=CC=1>[C:1]([NH:5][S:6]([C:9]1[CH:14]=[CH:13][CH:12]=[CH:11][C:10]=1[C:15]1[CH:20]=[CH:19][C:18]([CH2:21][N:22]([CH2:26][CH2:27][CH2:28][CH2:29][CH3:30])[C:23]([N:40]2[C:49]3[C:44](=[CH:45][CH:46]=[CH:47][CH:48]=3)[CH2:43][CH2:42][CH2:41]2)=[O:24])=[CH:17][CH:16]=1)(=[O:8])=[O:7])([CH3:4])([CH3:3])[CH3:2]. Reported procedure: A solution of 100 mg (0.22 mmole) of N-[[2'-(N-t-butylsulfamoyl)biphenyl-4-yl]methyl]-N-pentylcarbamoyl chloride (from Example 2, Step B), 0.2 mL (1.15 mmole) of N,N-diisopropylethylamine, and 44 mg (0.33 mmole) of 1,2,3,4-tetrahydroquinoline in 2.5 mL of toluene was stirred at 110° C. for two days. After cooling to room temperature, volatiles were removed by rotary evaporation, and the residue was flash chromatographed over silica gel (gradient elution using 10% to 12.5% EtOAc in hexane) to giv...